From a dataset of the Open Reaction Database (ORD), a public repository of structured organic reaction records. describe an organic reaction: reactants, conditions, products, and yield Starting materials: C(C)(C)(C)OC(=O)N1CC(CC1)NCC (3-ethylamino-pyrrolidine-1-carboxylic acid tert-butyl ester), ClC1=CC=C(C=C1)N=C=O (4-chlorophenyl isocyanate). Run in CN(C)C=O (DMF), CN(C)C=O (DMF). Reaction conditions: time 3 hour. Product: C(C)(C)(C)OC(=O)N1CC(CC1)N(C(=O)NC1=CC=C(C=C1)Cl)CC (3-[3-(4-Chloro-phenyl)-1-ethyl-ureido]-pyrrolidine-1-carboxylic acid tert-butyl ester). RXN SMILES: [C:1]([O:5][C:6]([N:8]1[CH2:12][CH2:11][CH:10]([NH:13][CH2:14][CH3:15])[CH2:9]1)=[O:7])([CH3:4])([CH3:3])[CH3:2].[Cl:16][C:17]1[CH:22]=[CH:21][C:20]([N:23]=[C:24]=[O:25])=[CH:19][CH:18]=1>CN(C=O)C>[C:1]([O:5][C:6]([N:8]1[CH2:12][CH2:11][CH:10]([N:13]([CH2:14][CH3:15])[C:24]([NH:23][C:20]2[CH:21]=[CH:22][C:17]([Cl:16])=[CH:18][CH:19]=2)=[O:25])[CH2:9]1)=[O:7])([CH3:4])([CH3:3])[CH3:2]. Procedure: To a solution of 3-ethylamino-pyrrolidine-1-carboxylic acid tert-butyl ester (0.33 g, 1.5 mmol) in DMF (5.0 mL) was added drop wise a solution of 4-chlorophenyl isocyanate (0.23 g, 1.51 mmol) in DMF (2.5 mL) at room temperature and the resulting mixture was stirred for 3 h. The reaction mixture was concentrated in vacuo and the crude product was purified on silica using hexane/ethyl acetate (50%) followed by ethyl acetate (100%) to give the desired product as white foamy solid. Starting materials: C(C1=CC=CC=C1)O[C@H]1[C@@H](OC)O[C@@H]([C@@H]([C@@H]1CO)OCC1=CC=CC=C1)COCC1=CC=CC=C1 (methyl 2,4,6-tri-O-benzyl-3-deoxy-3-C-(hydroxymethyl)-α-D-galacto-hexopyranoside), C1CCC(CC1)N=C=NC2CCCCC2 (DCC), OP(=O)(O)O (H3PO4), O (water). The solvent is CS(=O)C (DMSO). Run at time 8 hour. Product: C(C1=CC=CC=C1)O[C@H]1[C@@H](OC)O[C@@H]([C@@H]([C@@H]1C=O)OCC1=CC=CC=C1)COCC1=CC=CC=C1 (methyl 2,4,6-tri-O-benzyl-3-deoxy-3-C-(formyl)-α-D-galacto-hexopyranoside). Isolated yield 95.9%. RXN SMILES: [CH2:1]([O:8][C@@H:9]1[C@@H:16]([CH2:17][OH:18])[C@@H:15]([O:19][CH2:20][C:21]2[CH:26]=[CH:25][CH:24]=[CH:23][CH:22]=2)[C@@H:14]([CH2:27][O:28][CH2:29][C:30]2[CH:35]=[CH:34][CH:33]=[CH:32][CH:31]=2)[O:13][C@@H:10]1[O:11][CH3:12])[C:2]1[CH:7]=[CH:6][CH:5]=[CH:4][CH:3]=1.C1CCC(N=C=NC2CCCCC2)CC1.OP(O)(O)=O.O>CS(C)=O>[CH2:1]([O:8][C@@H:9]1[C@@H:16]([CH:17]=[O:18])[C@@H:15]([O:19][CH2:20][C:21]2[CH:22]=[CH:23][CH:24]=[CH:25][CH:26]=2)[C@@H:14]([CH2:27][O:28][CH2:29][C:30]2[CH:31]=[CH:32][CH:33]=[CH:34][CH:35]=2)[O:13][C@@H:10]1[O:11][CH3:12])[C:2]1[CH:3]=[CH:4][CH:5]=[CH:6][CH:7]=1. Reported procedure: To a solution of methyl 2,4,6-tri-O-benzyl-3-deoxy-3-C-(hydroxymethyl)-α-D-galacto-hexopyranoside (5.13 g, 10.72 mmol) in 25 ml of dry DMSO, 5.0 g of DCC and 0.5 ml H3PO4 were added. The mixture was stirred overnight at room temperature. The reaction mixture was treated with water (100 ml), and extracted several times with ethyl acetate. The combined organic extracts were washed with a saturated sodium hydrogen carbonate solution, dried with MgSO4 and concentrated in vacua. Purification of the c... Reactants: FC1=CC=C(C=C1)C(C)=O (p-fluoroacetophenone), COC(N(C)C)OC (dimethylformamide dimethylacetal). Product: CN(C=CC(=O)C1=CC=C(C=C1)F)C (3-Dimethylamino-4'-fluoroacrylophenone). As a reaction SMILES: [F:1][C:2]1[CH:7]=[CH:6][C:5]([C:8](=[O:10])[CH3:9])=[CH:4][CH:3]=1.CO[CH:13](OC)[N:14]([CH3:16])[CH3:15]>>[CH3:13][N:14]([CH3:16])[CH:15]=[CH:9][C:8]([C:5]1[CH:6]=[CH:7][C:2]([F:1])=[CH:3][CH:4]=1)=[O:10]. Procedure details: A mixture of 5.0 g. of p-fluoroacetophenone and 10 ml. of dimethylformamide dimethylacetal is refluxed for 4 hours. Evaporation gives an oil which crystallizes with the addition of hexane to give the product, m.p. 83.5°-84° C. The reactants are COC1=CC(=C(C2=CC=CC=C12)OC)C(=O)C1C2C(OC(CC1)(C2)C2(OCCO2)C)=O (2-(1,4-dimethoxy-3-naphthylcarbonyl)-5-(2-methyldioxolan-2-yl)-6-oxa-bicyclo[3,2,1]octan-7-one), Cl (hydrogen chloride), CO (methanol). Yields the product COC1=CC(=C(C2=CC=CC=C12)OC)C(=O)C1C(CC(CC1)(O)C(C)=O)C(=O)OC (1-(1,4-dimethoxy-3-naphthylcarbonyl)-2-methoxycarbonyl-4-acetyl-4-hydroxy-cyclohexane). Reaction SMILES: [CH3:1][O:2][C:3]1[C:12]2[C:7](=[CH:8][CH:9]=[CH:10][CH:11]=2)[C:6]([O:13][CH3:14])=[C:5]([C:15]([CH:17]2[CH2:23][CH2:22][C:21]3([C:25]4([CH3:30])OCC[O:26]4)[CH2:24][CH:18]2[C:19](=[O:31])[O:20]3)=[O:16])[CH:4]=1.Cl.[CH3:33][OH:34]>>[CH3:1][O:2][C:3]1[C:12]2[C:7](=[CH:8][CH:9]=[CH:10][CH:11]=2)[C:6]([O:13][CH3:14])=[C:5]([C:15]([CH:17]2[CH2:23][CH2:22][C:21]([C:25](=[O:26])[CH3:30])([OH:20])[CH2:24][CH:18]2[C:19]([O:34][CH3:33])=[O:31])=[O:16])[CH:4]=1. Reported procedure: Operating as described in Example 5, the treatment of 2-(1,4-dimethoxy-3-naphthylcarbonyl)-5-(2-methyldioxolan-2-yl)-6-oxa-bicyclo[3,2,1]octan-7-one, prepared as described in Example 10, with a solution of hydrogen chloride in methanol afforded 1-(1,4-dimethoxy-3-naphthylcarbonyl)-2-methoxycarbonyl-4-acetyl-4-hydroxy-cyclohexane (X, R=H) in almost quantitative yield. m/z 414 (M+.): IR (film): 3460 cm-1 (OH), 1730 cm-1 (C=O ester), 1710 cm-1 (C=O ketone) and 1670 cm-1 (C=O, benzylic ketone). PMR ... The reactants are C(C)N(C1=CC=C(C=C1)C(=CC=O)C1=CC=C(C=C1)N(CC)CC)CC (3,3-bis(p-diethylaminophenyl)acrolein), p-xylene-α,α'-diylbis(diethyl phosphonate), ice water, CC(C)([O-])C.[K+] (potassium tert-butoxide). The solvent is CN(C)C=O (DMF). Run at time 4 hour. Yields the product C(C)N(C1=CC=C(C=C1)C(=CC=CC1=CC=C(C=C1)C=CC=C(C1=CC=C(C=C1)N(CC)CC)C1=CC=C(C=C1)N(CC)CC)C1=CC=C(C=C1)N(CC)CC)CC (1,4-bis[4,4-bis(p-diethylaminophenyl)-1,3-butadienyl]benzene). The yield is 63.3%. As a reaction SMILES: [CH2:1]([N:3]([CH2:25][CH3:26])[C:4]1[CH:9]=[CH:8][C:7]([C:10]([C:14]2[CH:19]=[CH:18][C:17]([N:20]([CH2:23][CH3:24])[CH2:21][CH3:22])=[CH:16][CH:15]=2)=[CH:11][CH:12]=O)=[CH:6][CH:5]=1)[CH3:2].[CH3:27][C:28]([CH3:31])([O-])[CH3:29].[K+]>CN(C=O)C>[CH2:1]([N:3]([CH2:25][CH3:26])[C:4]1[CH:9]=[CH:8][C:7]([C:10]([C:14]2[CH:19]=[CH:18][C:17]([N:20]([CH2:23][CH3:24])[CH2:21][CH3:22])=[CH:16][CH:15]=2)=[CH:11][CH:12]=[CH:27][C:28]2[CH:31]=[CH:31][C:28]([CH:27]=[CH:12][CH:11]=[C:10]([C:14]3[CH:15]=[CH:16][C:17]([N:20]([CH2:21][CH3:22])[CH2:23][CH3:24])=[CH:18][CH:19]=3)[C:7]3[CH:8]=[CH:9][C:4]([N:3]([CH2:25][CH3:26])[CH2:1][CH3:2])=[CH:5][CH:6]=3)=[CH:29][CH:29]=2)=[CH:6][CH:5]=1)[CH3:2] |f:1.2|. Procedure: In 100 ml of DMF were dissolved 2.5 g of 3,3-bis(p-diethylaminophenyl)acrolein and 1.5 g of p-xylene-α,α'-diylbis(diethyl phosphonate), and then 0.9 g of potassium tert-butoxide was added to the solution at room temperature. Thereafter, the reaction was carried out for 4 hours at room temperature with stirring and the reaction mixture was poured into 100 ml of ice-water with stirring. Then, precipitates thus deposited were collected by filtration, dissolved in benzene, and separated and purified... Reactants: Cc1c(-c2cccc([N+](=O)[O-])c2)c(Br)c2oc(C(C)(C)C)nc2c1C#N, O=C([O-])O, CN(C)C1CCNC1, CC(C)(C)[O-], Cc1ccccc1, [Na+], [Na+], CC(=O)[O-], CC(=O)[O-], O, [Pd+2]. The product is Cc1c(-c2cccc([N+](=O)[O-])c2)c(N2CCC(N(C)C)C2)c2oc(C(C)(C)C)nc2c1C#N. RXN SMILES: [Br:1][c:2]1[c:3](-[c:18]2[cH:19][c:20]([N+:24](=[O:25])[O-:26])[cH:21][cH:22][cH:23]2)[c:4]([CH3:17])[c:5]([C:15]#[N:16])[c:6]2[n:7][c:8]([C:11]([CH3:12])([CH3:13])[CH3:14])[o:9][c:10]12.[C:42](=[O:43])([OH:44])[O-:45].[CH3:27][N:28]([CH:29]1[CH2:30][NH:31][CH2:32][CH2:33]1)[CH3:34].[CH3:35][C:36]([CH3:37])([O-:38])[CH3:39].[CH3:47][c:48]1[cH:49][cH:50][cH:51][cH:52][cH:53]1.[Na+:40].[Na+:46].[O-:55][C:56]([CH3:57])=[O:58].[O-:59][C:60]([CH3:61])=[O:62].[OH2:41].[Pd+2:54]>>[c:2]1([N:31]2[CH2:30][CH:29]([N:28]([CH3:27])[CH3:34])[CH2:33][CH2:32]2)[c:3](-[c:18]2[cH:19][c:20]([N+:24](=[O:25])[O-:26])[cH:21][cH:22][cH:23]2)[c:4]([CH3:17])[c:5]([C:15]#[N:16])[c:6]2[n:7][c:8]([C:11]([CH3:12])([CH3:13])[CH3:14])[o:9][c:10]12. The reactants are NC1=NC=CC=C1OCCCCN1C(SCC1=O)=O (3-[4-(2-aminopyridin-3-yloxy)butyl]thiazolidine-2,4-dione), ClCC=O (chloroacetaldehyde). Run in C(C)O (ethanol). The product is N=1C=CN2C1C(=CC=C2)OCCCCN2C(SCC2=O)=O (3-[4-(imidazo[1,2-a]pyridin-8-yloxy)butyl]-thiazolidine-2,4-dione). Reaction SMILES: [NH2:1][C:2]1[C:7]([O:8][CH2:9][CH2:10][CH2:11][CH2:12][N:13]2[C:17](=[O:18])[CH2:16][S:15][C:14]2=[O:19])=[CH:6][CH:5]=[CH:4][N:3]=1.Cl[CH2:21][CH:22]=O>C(O)C>[N:1]1[CH:21]=[CH:22][N:3]2[CH:4]=[CH:5][CH:6]=[C:7]([O:8][CH2:9][CH2:10][CH2:11][CH2:12][N:13]3[C:17](=[O:18])[CH2:16][S:15][C:14]3=[O:19])[C:2]=12. Procedure: To a solution of 14.08 g (50 mmol) of 3-[4-(2-aminopyridin-3-yloxy)butyl]thiazolidine-2,4-dione in 150 ml of ethanol, 50 ml of a 40% chloroacetaldehyde solution was added at 60° C., followed by refluxing for 2 hours. After the reaction mixture was cooled, the solvent was distilled off. The residue was dissolved in dichloromethane, washed with saturated aqueous sodium hydrogen carbonate and dried, after which the solvent was distilled off. The residue was purified by column chromatography (eluent...